Dataset: the Open Reaction Database (ORD), a public repository of structured organic reaction records. Task: describe an organic reaction: reactants, conditions, products, and yield Starting materials: FC(C(=O)O)(F)F (trifluoroacetic acid), C(C)(C)(C)OC(=O)N1CCC(CC1)NC(=O)NC=1C=C2C=CC(=NC2=CC1)N[C@@H]1CCC2=CC=CC=C12 (4-{3-[2-((R)-Indan-1-ylamino)-quinolin-6-yl]-ureido}-piperidine-1-carboxylic acid tert-butyl ester), C([O-])([O-])=O.[Na+].[Na+] (sodium carbonate). Run in C(Cl)Cl (methylene chloride), O (water). Yields the product [C@H]1(CCC2=CC=CC=C12)NC1=NC2=CC=C(C=C2C=C1)NC(=O)NC1CCNCC1 (1-[2-((R)-Indan-1-ylamino)-quinolin-6-yl]-3-piperidin-4-yl-urea). The yield is 31.1%. RXN SMILES: C(OC([N:8]1[CH2:13][CH2:12][CH:11]([NH:14][C:15]([NH:17][C:18]2[CH:19]=[C:20]3[C:25](=[CH:26][CH:27]=2)[N:24]=[C:23]([NH:28][C@H:29]2[C:37]4[C:32](=[CH:33][CH:34]=[CH:35][CH:36]=4)[CH2:31][CH2:30]2)[CH:22]=[CH:21]3)=[O:16])[CH2:10][CH2:9]1)=O)(C)(C)C.FC(F)(F)C(O)=O.C(=O)([O-])[O-].[Na+].[Na+]>C(Cl)Cl.O>[C@H:29]1([NH:28][C:23]2[CH:22]=[CH:21][C:20]3[C:25](=[CH:26][CH:27]=[C:18]([NH:17][C:15]([NH:14][CH:11]4[CH2:12][CH2:13][NH:8][CH2:9][CH2:10]4)=[O:16])[CH:19]=3)[N:24]=2)[C:37]2[C:32](=[CH:33][CH:34]=[CH:35][CH:36]=2)[CH2:31][CH2:30]1 |f:2.3.4|. Procedure details: 4-{3-[2-((R)-Indan-1-ylamino)-quinolin-6-yl]-ureido}-piperidine-1-carboxylic acid tert-butyl ester (20 mg, 0.040 mmol) was dissolved in methylene chloride (1.0 mL). At 0° C. trifluoroacetic acid (0.030 mL, 0.40 mmol) was added and the reaction mixture was stirred at ambient temperature over night. 20% sodium carbonate solution in water was added and the mixture was extracted with ethyl acetate (3×10 mL). The combined organic phases were dried on magnesium sulfate, filtered and evaporated. The re... Reactants: FC1=C(C=CC(=C1)[N+](=O)[O-])CC(=O)OC(C)(C)C (t-butyl 2-fluoro-4-nitrophenylacetate), CN(C)CN(C)C (bis(dimethylamino)methane), C(C)(=O)OC(C)=O (acetic anhydride), O (water). Solvent: CS(=O)C (dimethyl sulfoxide). Conditions: time 30 minute. Yields the product FC1=C(C=CC(=C1)[N+](=O)[O-])C(C(=O)OC(C)(C)C)=C (t-butyl 2-(2-fluoro-4-nitrophenyl)acrylate). As a reaction SMILES: [F:1][C:2]1[CH:7]=[C:6]([N+:8]([O-:10])=[O:9])[CH:5]=[CH:4][C:3]=1[CH2:11][C:12]([O:14][C:15]([CH3:18])([CH3:17])[CH3:16])=[O:13].[CH3:19]N(CN(C)C)C.C(OC(=O)C)(=O)C.O>CS(C)=O>[F:1][C:2]1[CH:7]=[C:6]([N+:8]([O-:10])=[O:9])[CH:5]=[CH:4][C:3]=1[C:11](=[CH2:19])[C:12]([O:14][C:15]([CH3:18])([CH3:17])[CH3:16])=[O:13]. Procedure: To a solution of t-butyl 2-fluoro-4-nitrophenylacetate (11.3 g) in dimethyl sulfoxide (70 mL) was added bis(dimethylamino)methane (6.80 g) and acetic anhydride (14.9 g) at room temperature, and the mixture was stirred at the same temperature for 30 min. The mixture was poured to water, and the mixture was extracted with toluene. The organic extracts were washed with water and brine, dried over anhydrous magnesium sulfate, filtered, and then concentrated in vacuo. Flash chromatography (silica, he... Starting materials: CCCCOc1cc(Br)ccc1C=O, O=C([O-])[O-], C1COCCO1, Cc1cc(O)ccc1B1OC(C)(C)C(C)(C)O1, Cl, N#N, [Na+], [Na+], c1ccc(P(c2ccccc2)(c2ccccc2)[Pd](P(c2ccccc2)(c2ccccc2)c2ccccc2)(P(c2ccccc2)(c2ccccc2)c2ccccc2)P(c2ccccc2)(c2ccccc2)c2ccccc2)cc1. Reaction SMILES: [Br:18][c:19]1[cH:20][c:21]([O:27][CH2:28][CH2:29][CH2:30][CH3:31])[c:22]([CH:23]=[O:24])[cH:25][cH:26]1.[C:34](=[O:35])([O-:36])[O-:37].[CH2:41]1[O:42][CH2:43][CH2:44][O:45][CH2:46]1.[CH3:1][c:2]1[cH:3][c:4]([OH:17])[cH:5][cH:6][c:7]1[B:8]1[O:9][C:10]([CH3:11])([CH3:12])[C:13]([CH3:14])([CH3:15])[O:16]1.[ClH:40].[N:32]#[N:33].[Na+:38].[Na+:39].[cH:47]1[cH:48][cH:49][c:50]([P:51]([Pd:52]([P:53]([c:54]2[cH:55][cH:56][cH:57][cH:58][cH:59]2)([c:60]2[cH:61][cH:62][cH:63][cH:64][cH:65]2)[c:66]2[cH:67][cH:68][cH:69][cH:70][cH:71]2)([P:72]([c:73]2[cH:74][cH:75][cH:76][cH:77][cH:78]2)([c:79]2[cH:80][cH:81][cH:82][cH:83][cH:84]2)[c:85]2[cH:86][cH:87][cH:88][cH:89][cH:90]2)[P:91]([c:92]2[cH:93][cH:94][cH:95][cH:96][cH:97]2)([c:98]2[cH:99][cH:100][cH:101][cH:102][cH:103]2)[c:104]2[cH:105][cH:106][cH:107][cH:108][cH:109]2)([c:110]2[cH:111][cH:112][cH:113][cH:114][cH:115]2)[c:116]2[cH:117][cH:118][cH:119][cH:120][cH:121]2)[cH:122][cH:123]1>>[CH3:1][c:2]1[cH:3][c:4]([OH:17])[cH:5][cH:6][c:7]1-[c:19]1[cH:20][c:21]([O:27][CH2:28][CH2:29][CH2:30][CH3:31])[c:22]([CH:23]=[O:24])[cH:25][cH:26]1. Yields the product CCCCOc1cc(-c2ccc(O)cc2C)ccc1C=O. Starting materials: ClC=1C=NC=C(C1NC(=O)C1=CC=C(C2=C1C=1CN(CCC1O2)C(=O)OC(C)(C)C)OC)Cl (N-(3,5-dichloropyridin-4-yl)-2-(tert-butyloxycarbonyl)-6-methoxy-1,2,3,4-tetrahydro[1]benzofuro[3,2-c]pyridine-9-carboxamide), Cl (HCl). The solvent is C(C)OCC (diethyl ether), C(C)(=O)OCC (ethyl acetate), C(C)OCC (diethyl ether). Conditions: time 8 hour. The product is Cl.ClC=1C=NC=C(C1NC(=O)C1=CC=C(C2=C1C=1CNCCC1O2)OC)Cl (N-(3,5-dichloropyridin-4-yl)-6-methoxy-1,2,3,4-tetrahydro[1]benzofuro[3,2-c]pyridine-9-carboxamide hydrochloride). As a reaction SMILES: [Cl:1][C:2]1[CH:3]=[N:4][CH:5]=[C:6]([Cl:33])[C:7]=1[NH:8][C:9]([C:11]1[C:16]2[C:17]3[CH2:18][N:19](C(OC(C)(C)C)=O)[CH2:20][CH2:21][C:22]=3[O:23][C:15]=2[C:14]([O:31][CH3:32])=[CH:13][CH:12]=1)=[O:10].Cl>C(OCC)C.C(OCC)(=O)C>[ClH:1].[Cl:33][C:6]1[CH:5]=[N:4][CH:3]=[C:2]([Cl:1])[C:7]=1[NH:8][C:9]([C:11]1[C:16]2[C:17]3[CH2:18][NH:19][CH2:20][CH2:21][C:22]=3[O:23][C:15]=2[C:14]([O:31][CH3:32])=[CH:13][CH:12]=1)=[O:10] |f:4.5|. Reported procedure: To the suspension of N-(3,5-dichloropyridin-4-yl)-2-(tert-butyloxycarbonyl)-6-methoxy-1,2,3,4-tetrahydro[1]benzofuro[3,2-c]pyridine-9-carboxamide (from step 4) (600 mg) in dry diethyl ether (10 ml), ethyl acetate saturated with HCl (4 ml) was added and stirred overnight. Reaction mixture was concentrated and the residue obtained was stirred in dry diethyl ether and filtered. The solid obtained was further purified by refluxing in isopropanol overnight. Yield=400 mg